This data is from the Open Reaction Database (ORD), a public repository of structured organic reaction records. The task is: describe an organic reaction: reactants, conditions, products, and yield The reactants are O=C1OCCC1Br, O=C([O-])[O-], CC#N, NC1CC1, [K+], [K+], O. Yields the product O=C1OCCC1NC1CC1. RXN SMILES: [Br:11][CH:12]1[C:13](=[O:14])[O:15][CH2:16][CH2:17]1.[C:1](=[O:2])([O-:3])[O-:4].[CH3:19][C:20]#[N:21].[CH:7]1([NH2:10])[CH2:8][CH2:9]1.[K+:5].[K+:6].[OH2:18]>>[CH:7]1([NH:10][CH:12]2[C:13](=[O:14])[O:15][CH2:16][CH2:17]2)[CH2:8][CH2:9]1. The reactants are COC1=CC=CC=2C(=COC21)COC2=C1C=C(NC1=CC=C2)C(=O)O (4-(7-methoxy-benzofuran-3-ylmethoxy)-1H-indole-2-carboxylic acid), Cl.Cl.Cl.[C@H]1(CCCN2CCCC[C@H]12)CN1CCC(CC1)N (1-[(1S,9aR)-1-(Octahydro-quinolizin-1-yl)methyl]-piperidin-4-ylamine trihydrochloride). Product: Cl.Cl.[C@H]1(CCCN2CCCC[C@H]12)CN1CCC(CC1)NC(=O)C=1NC2=CC=CC(=C2C1)OCC1=COC2=C1C=CC=C2OC (4-(7-Methoxy-benzofuran-3-ylmethoxy)-1H-indole-2-carboxylic acid {1-[(1S,9aR)-1-(octahydro-quinolizin-1-yl)methyl]-piperidin-4-yl}-amide dihydrochloride). Reaction SMILES: [CH3:1][O:2][C:3]1[C:11]2[O:10][CH:9]=[C:8]([CH2:12][O:13][C:14]3[CH:22]=[CH:21][CH:20]=[C:19]4[C:15]=3[CH:16]=[C:17]([C:23](O)=[O:24])[NH:18]4)[C:7]=2[CH:6]=[CH:5][CH:4]=1.[ClH:26].Cl.Cl.[C@H:29]1([CH2:39][N:40]2[CH2:45][CH2:44][CH:43]([NH2:46])[CH2:42][CH2:41]2)[C@@H:38]2[N:33]([CH2:34][CH2:35][CH2:36][CH2:37]2)[CH2:32][CH2:31][CH2:30]1>>[ClH:26].[ClH:26].[C@H:29]1([CH2:39][N:40]2[CH2:45][CH2:44][CH:43]([NH:46][C:23]([C:17]3[NH:18][C:19]4[C:15]([CH:16]=3)=[C:14]([O:13][CH2:12][C:8]3[C:7]5[CH:6]=[CH:5][CH:4]=[C:3]([O:2][CH3:1])[C:11]=5[O:10][CH:9]=3)[CH:22]=[CH:21][CH:20]=4)=[O:24])[CH2:42][CH2:41]2)[C@@H:38]2[N:33]([CH2:34][CH2:35][CH2:36][CH2:37]2)[CH2:32][CH2:31][CH2:30]1 |f:1.2.3.4,5.6.7|. Procedure details: This compound is synthesized from 4-(7-methoxy-benzofuran-3-ylmethoxy)-1H-indole-2-carboxylic acid (119) (preparation see below) and amine 61 analogously to the method described in example 1. Starting materials: CCOC(C)=O, Cn1c(Cl)nc2ccccc21, NCc1ccc(F)c(C(F)(F)F)c1. Product: Cn1c(NCc2ccc(F)c(C(F)(F)F)c2)nc2ccccc21. Reaction SMILES: [CH3:25][CH2:26][O:27][C:28]([CH3:29])=[O:30].[Cl:1][c:2]1[n:3][c:4]2[c:5]([n:6]1[CH3:7])[cH:8][cH:9][cH:10][cH:11]2.[F:12][c:13]1[c:14]([C:21]([F:22])([F:23])[F:24])[cH:15][c:16]([CH2:17][NH2:18])[cH:19][cH:20]1>>[c:2]1([NH:18][CH2:17][c:16]2[cH:15][c:14]([C:21]([F:22])([F:23])[F:24])[c:13]([F:12])[cH:20][cH:19]2)[n:3][c:4]2[c:5]([n:6]1[CH3:7])[cH:8][cH:9][cH:10][cH:11]2. Starting materials: C1(=CC=CC=C1)C(C1=CC=CC=C1)N (diphenylmethylamine), P(O)O (phosphonous acid), C(C)OCC (diethyl ether). Run in C(C)O (ethanol). The product is [PH2](O)=O.C1(=CC=CC=C1)C(N)C1=CC=CC=C1 (α-Phenylbenzenemethanamine phosphinate). Isolated yield 98.2%. As a reaction SMILES: [PH:1]([OH:3])[OH:2].[C:4]1([CH:10]([NH2:17])[C:11]2[CH:16]=[CH:15][CH:14]=[CH:13][CH:12]=2)[CH:9]=[CH:8][CH:7]=[CH:6][CH:5]=1.C(OCC)C>C(O)C>[PH2:1](=[O:2])[OH:3].[C:11]1([CH:10]([C:4]2[CH:5]=[CH:6][CH:7]=[CH:8][CH:9]=2)[NH2:17])[CH:12]=[CH:13][CH:14]=[CH:15][CH:16]=1 |f:4.5|. Reported procedure: To a solution of 8 g (121.2 mmol) of phosphonous acid in 30 ml of anhydrous ethanol, cooled to 0° C., are added dropwise 22.21 g (121.2 mmol) of diphenylmethylamine, while taking care to ensure that the temperature does not exceed 25° C. After addition, a white precipitate forms, to which 200 ml of diethyl ether are added. The precipitate is filtered off, rinsed with diethyl ether and then dried. 22.66 g of product are recovered (yield=98.2%). Starting materials: C(C)(=O)OC1=CC=C2C(=C(C(C2=C1)=O)Br)C1=CC(=CC(=C1)F)F (2-Bromo-3-(3,5-difluorophenyl)-1-oxo-1H-inden-6-yl acetate), C(C)(=O)OC1=CC=C2C(=C(C(C2=C1)=O)Br)C1=CC=CC=C1 (2-bromo-1-oxo-3-phenyl-1H-inden-6-yl acetate). Conditions: time 2.5 hour. The product is BrC=1C(C2=CC(=CC=C2C1C1=CC(=CC(=C1)F)F)O)=O (2-Bromo-3-(3,5-difluorophenyl)-6-hydroxy-1H-inden-1-one). The yield is 64.0%. As a reaction SMILES: C([O:4][C:5]1[CH:13]=[C:12]2[C:8]([C:9]([C:16]3[CH:21]=[C:20]([F:22])[CH:19]=[C:18]([F:23])[CH:17]=3)=[C:10]([Br:15])[C:11]2=[O:14])=[CH:7][CH:6]=1)(=O)C.C(OC1C=C2C(C(C3C=CC=CC=3)=C(Br)C2=O)=CC=1)(=O)C>>[Br:15][C:10]1[C:11](=[O:14])[C:12]2[C:8]([C:9]=1[C:16]1[CH:17]=[C:18]([F:23])[CH:19]=[C:20]([F:22])[CH:21]=1)=[CH:7][CH:6]=[C:5]([OH:4])[CH:13]=2. Procedure details: The procedure of Step 5 of Example 1 was repeated except for using 2-bromo-3-(3,5-difluorophenyl)-1-oxo-1H-inden-6-yl acetate obtained in Step 4 as a starting material instead of 2-bromo-1-oxo-3-phenyl-1H-inden-6-yl acetate and being stirred for 2.5 h to obtain the title compound (64%). Starting materials: C(C1=CC=CC=C1)OC(=O)NC(C(=O)N[C@@H]1CC(C2=C(NC1=O)C=CC1=CC=CC=C12)CC1=CC=C(C=C1)C1=C(C=CC=C1)CNC(=O)OC(C)(C)C)(C)C (2-Benzyloxycarbonylamino-2-methyl-N-[2,3,4,5-tetra-hydro-4-oxo-1-[[2′-[(t-butoxycarbonylamino)methyl]-[1,1′-biphenyl]-4-yl]methyl]-1H-naphtho[2,1-b]azepin-3(R)-yl]-propanamide), Cl (hydrochloric acid). Solvent: CO (methanol). Reaction conditions: time 8 hour. Product: Cl.C(C1=CC=CC=C1)OC(=O)NC(C(=O)N[C@@H]1CC(C2=C(NC1=O)C=CC1=CC=CC=C12)CC1=CC=C(C=C1)C1=C(C=CC=C1)CN)(C)C (2-Benzyloxycarbonylamino-2-methyl-N-[2,3,4,5-tetrahydro-4-oxo-1-[[2′-(aminomethyl)[1,1′-biphenyl]-4-yl]methyl]-1H-naphtho[2,1-b]azepin-3(R)-yl]propanamide, hydrochloride). RXN SMILES: [CH2:1]([O:8][C:9]([NH:11][C:12]([CH3:55])([CH3:54])[C:13]([NH:15][C@H:16]1[C:22](=[O:23])[NH:21][C:20]2[CH:24]=[CH:25][C:26]3[C:31]([C:19]=2[CH:18]([CH2:32][C:33]2[CH:38]=[CH:37][C:36]([C:39]4[CH:44]=[CH:43][CH:42]=[CH:41][C:40]=4[CH2:45][NH:46]C(OC(C)(C)C)=O)=[CH:35][CH:34]=2)[CH2:17]1)=[CH:30][CH:29]=[CH:28][CH:27]=3)=[O:14])=[O:10])[C:2]1[CH:7]=[CH:6][CH:5]=[CH:4][CH:3]=1.[ClH:56]>CO>[ClH:56].[CH2:1]([O:8][C:9]([NH:11][C:12]([CH3:55])([CH3:54])[C:13]([NH:15][C@H:16]1[C:22](=[O:23])[NH:21][C:20]2[CH:24]=[CH:25][C:26]3[C:31]([C:19]=2[CH:18]([CH2:32][C:33]2[CH:34]=[CH:35][C:36]([C:39]4[CH:44]=[CH:43][CH:42]=[CH:41][C:40]=4[CH2:45][NH2:46])=[CH:37][CH:38]=2)[CH2:17]1)=[CH:30][CH:29]=[CH:28][CH:27]=3)=[O:14])=[O:10])[C:2]1[CH:7]=[CH:6][CH:5]=[CH:4][CH:3]=1 |f:3.4|. Procedure details: To a solution of of 2-benzyloxycarbonylamino-2-methyl-N-[2,3,4,5-tetrahydro-4-oxo-1-[[2′-[(t-butoxycarbonylamino)methyl][1,1′-biphenyl]-4-yl]methyl]-1H-naphtho[2,1-b]azepin-3(R)-yl]propanamide (Step H) in methanol is added 9N aqueous hydrochloric acid. The reaction mixture is stirred overnight at room temperature then the solvent is removed under vacuum. The resulting oil is dissolved in methanol and the solvent is removed under vacuum to afford the title compound. Starting materials: P(=O)(Cl)(Cl)Cl (Phosphoryl chloride), C(C1=CC=CC=C1)N1CCC2=C(CC1)C(NC(=N2)CC2=CC(=CC=C2)Cl)=O (7-Benzyl-2-(3-chlorobenzyl)-3,5,6,7,8,9-hexahydro-4H-pyrimido[4,5-d]azepin-4-one). Reagents/catalysts: [Cl-].C(C)[N+](CC)(CC)CC (tetra-ethyl ammonium chloride). Solvent: C(CC)#N (propionitrile). Run at temperature 100 celsius, time 30 minute. Yields the product C(C1=CC=CC=C1)N1CCC2=C(CC1)C(=NC(=N2)CC2=CC(=CC=C2)Cl)Cl (7-Benzyl-4-chloro-2-(3-chlorobenzyl)-6,7,8,9-tetrahydro-5H-pyrimido[4,5-d]azepine). Yield: 87.7%. As a reaction SMILES: P(Cl)(Cl)([Cl:3])=O.[CH2:6]([N:13]1[CH2:19][CH2:18][C:17]2[C:20](=O)[NH:21][C:22]([CH2:24][C:25]3[CH:30]=[CH:29][CH:28]=[C:27]([Cl:31])[CH:26]=3)=[N:23][C:16]=2[CH2:15][CH2:14]1)[C:7]1[CH:12]=[CH:11][CH:10]=[CH:9][CH:8]=1>[Cl-].C([N+](CC)(CC)CC)C.C(#N)CC>[CH2:6]([N:13]1[CH2:19][CH2:18][C:17]2[C:20]([Cl:3])=[N:21][C:22]([CH2:24][C:25]3[CH:30]=[CH:29][CH:28]=[C:27]([Cl:31])[CH:26]=3)=[N:23][C:16]=2[CH2:15][CH2:14]1)[C:7]1[CH:12]=[CH:11][CH:10]=[CH:9][CH:8]=1 |f:2.3|. Procedure: Phosphoryl chloride (1.33 ml, 14.3 mmol) and tetra-ethyl ammonium chloride (472 mg, 2.85 mmol) were added to a solution of the product of Step A (361 mg, 0.95 mmol) in propionitrile (10 ml) and heated to 100° C. for 17 h. The reaction mixture was concentrated in vacuo then azeotroped with toluene then dichloromethane. The residue was partitioned between dichloromethane (30 ml) and water (20 ml), stirred for 30 min then the organic layer was separated, dried over magnesium sulphate and concentrat... The reactants are ClC1=NC(=NC=C1OC1=C(C=C(C=C1)F)F)S(=O)(=O)C (4-chloro-5-(2,4-difluorophenoxy)-2-methylsulfonylpyrimidine), CN1C(C2=CC=CC=C2C(=C1)B1OC(C(O1)(C)C)(C)C)=O (2-methyl-4-(4,4,5,5-tetramethyl-1,3,2-dioxaborolan-2-yl)isoquinolin-1-one). The product is FC1=C(OC=2C(=NC(=NC2)S(=O)(=O)C)C2=CN(C(C3=CC=CC=C23)=O)C)C=CC(=C1)F (4-[5-(2,4-difluorophenoxy)-2-methylsulfonylpyrimidin-4-yl]-2-methylisoquinolin-1-one). Reaction SMILES: Cl[C:2]1[C:7]([O:8][C:9]2[CH:14]=[CH:13][C:12]([F:15])=[CH:11][C:10]=2[F:16])=[CH:6][N:5]=[C:4]([S:17]([CH3:20])(=[O:19])=[O:18])[N:3]=1.[CH3:21][N:22]1[CH:31]=[C:30](B2OC(C)(C)C(C)(C)O2)[C:29]2[C:24](=[CH:25][CH:26]=[CH:27][CH:28]=2)[C:23]1=[O:41]>>[F:16][C:10]1[CH:11]=[C:12]([F:15])[CH:13]=[CH:14][C:9]=1[O:8][C:7]1[C:2]([C:30]2[C:29]3[C:24](=[CH:25][CH:26]=[CH:27][CH:28]=3)[C:23](=[O:41])[N:22]([CH3:21])[CH:31]=2)=[N:3][C:4]([S:17]([CH3:20])(=[O:19])=[O:18])=[N:5][CH:6]=1. Reported procedure: The title compound of Example 149, step 3 was reacted with the title compound of Example 89, step 1 in a manner similar to Example 149, step 4 to give the title compound. 1H NMR (CDCl3, 400 MHz) δ 8.52 (d, J=8.0 Hz, 1H), 8.32 (s, 1H), 7.68 (s, 3H), 7.59-7.56 (m, 1H), 7.14-7.08 (m, 1H), 7.05-7.00 (m, 1H), 6.96-6.92 (m, 1H), 3.72 (s, 3H), 3.39 (s, 3H). LCMS: 443.9 (M+1)+